This data is from the Open Reaction Database (ORD), a public repository of structured organic reaction records. The task is: describe an organic reaction: reactants, conditions, products, and yield Reactants: ICC1=NC2=CC=C(C=C2C(=C1C)OC(C)=O)F (2-iodomethyl-3-methyl-4 acetoxy-6-fluoroquinoline), C(C)(C)(C)[Li] (t-butyl lithium), I\C=C\CCCCCC (trans-1-iodo-1-octene), Cl (hydrochloric acid), CN(C)P(N(C)C)N(C)C (hexamethylphosphorus triamide). Reagents/catalysts: [Cu](I)I (copper iodide). Run in O1CCCC1 (tetrahydrofuran), CCOCC (ether), CCCCC (pentane), O (water). Run at temperature -35 celsius, time 2 hour. Product: C(\C=C\CCCCCC)C1=NC2=CC=C(C=C2C(=C1C)OC(C)=O)F (2-(trans-2-nonenyl)-3-methyl-4-acetoxy-6-fluoroquinoline). Isolated yield 20.0%. As a reaction SMILES: C([Li])(C)(C)C.I/[CH:7]=[CH:8]/[CH2:9][CH2:10][CH2:11][CH2:12][CH2:13][CH3:14].CN(P(N(C)C)N(C)C)C.I[CH2:26][C:27]1[C:36]([CH3:37])=[C:35]([O:38][C:39](=[O:41])[CH3:40])[C:34]2[C:29](=[CH:30][CH:31]=[C:32]([F:42])[CH:33]=2)[N:28]=1.Cl>[Cu](I)I.O.O1CCCC1.CCOCC.CCCCC>[CH2:26]([C:27]1[C:36]([CH3:37])=[C:35]([O:38][C:39](=[O:41])[CH3:40])[C:34]2[C:29](=[CH:30][CH:31]=[C:32]([F:42])[CH:33]=2)[N:28]=1)/[CH:7]=[CH:8]/[CH2:9][CH2:10][CH2:11][CH2:12][CH2:13][CH3:14]. Procedure details: 5.99 ml of a pentane solution of 9.34 mmols of t-butyl lithium was added to 1.11 g (4.67 mmols) of trans-1-iodo-1-octene, 15 ml ether solution in an atmosphere of argon at -78° C. and stirred at the same temperature for 2 hours. 400 mg (2.10 mmols) of copper iodide was added to the reaction solution, after which it was heated up to -35° C. and stirred at the same temperature for 45 minutes. 941 mg (5.25 mmols) of hexamethylphosphorus triamide was added to the solution and stirred at -35° C. for ...